This data is from the Open Reaction Database (ORD), a public repository of structured organic reaction records. The task is: describe an organic reaction: reactants, conditions, products, and yield Starting materials: C(C)OC(=O)N=NC(=O)OCC (azodicarboxylic acid diethylester), ClC=1C=C(C=C(C1)Cl)NC(=O)C1=C(N2C(=NCCC2)S1)O (N-(3,5-dichlorophenyl)-6,7-dihydro-3-hydroxy-5H-thiazolo[3,2-a]pyrimidine-2-carboxamide), C(C)OC(CO)=O (hydroxyacetic acid ethylester), C1(=CC=CC=C1)P(C1=CC=CC=C1)C1=CC=CC=C1 (triphenylphosphin). Run in O1CCCC1 (tetrahydrofuran). Reaction conditions: temperature -78 celsius, time 1 hour. Yields the product ClC=1C=C(C=C(C1)Cl)NC(=O)C1=C(N2C(=NCCC2)S1)OCC(=O)OCC (N-(3,5-Dichlorophenyl)-6,7-dihydro-3-ethoxycarbonylmethoxy-5H-thiazolo[3,2-a]pyrimidine-2-carboxamide). As a reaction SMILES: C1(P(C2C=CC=CC=2)C2C=CC=CC=2)C=CC=CC=1.C(OC(N=NC(OCC)=O)=O)C.[Cl:32][C:33]1[CH:34]=[C:35]([NH:40][C:41]([C:43]2[S:51][C:46]3=[N:47][CH2:48][CH2:49][CH2:50][N:45]3[C:44]=2[OH:52])=[O:42])[CH:36]=[C:37]([Cl:39])[CH:38]=1.[CH2:53]([O:55][C:56](=[O:59])[CH2:57]O)[CH3:54]>O1CCCC1>[Cl:39][C:37]1[CH:36]=[C:35]([NH:40][C:41]([C:43]2[S:51][C:46]3=[N:47][CH2:48][CH2:49][CH2:50][N:45]3[C:44]=2[O:52][CH2:57][C:56]([O:55][CH2:53][CH3:54])=[O:59])=[O:42])[CH:34]=[C:33]([Cl:32])[CH:38]=1. Procedure details: In 40 ml of tetrahydrofuran was dissolved 916 mg of triphenylphosphin. To the solution was added 550 μl of azodicarboxylic acid diethylester under cooling with ice, followed by cooling to -78° C. To the reaction mixture was added 1.0 g of N-(3,5-dichlorophenyl)-6,7-dihydro-3-hydroxy-5H-thiazolo[3,2-a]pyrimidine-2-carboxamide obtained in Example 111 and 400 μl of hydroxyacetic acid ethylester, followed by raising the reaction temperature to room temperature by the degree. After stirring at room t... Reactants: ClCCl, FC(F)(F)c1ccc(C2NCCc3ccccc32)cn1, O=C=Nc1ccc(F)cc1. Product: O=C(Nc1ccc(F)cc1)N1CCc2ccccc2C1c1ccc(C(F)(F)F)nc1. RXN SMILES: [Cl:31][CH2:32][Cl:33].[F:1][C:2]([c:3]1[cH:4][cH:5][c:6]([CH:9]2[NH:10][CH2:11][CH2:12][c:13]3[cH:14][cH:15][cH:16][cH:17][c:18]32)[cH:7][n:8]1)([F:19])[F:20].[F:21][c:22]1[cH:23][cH:24][c:25]([N:28]=[C:29]=[O:30])[cH:26][cH:27]1>>[F:1][C:2]([c:3]1[cH:4][cH:5][c:6]([CH:9]2[N:10]([C:29]([NH:28][c:25]3[cH:24][cH:23][c:22]([F:21])[cH:27][cH:26]3)=[O:30])[CH2:11][CH2:12][c:13]3[cH:14][cH:15][cH:16][cH:17][c:18]32)[cH:7][n:8]1)([F:19])[F:20]. The reactants are IN1C(CCC1=O)=O (N-iodosuccinimide), S(O)(O)(=O)=O (sulfuric acid), OC1=CC=C(C#N)C=C1 (4-Hydroxybenzonitrile). The solvent is C(C)(=O)O (acetic acid). Product: OC1=C(C=C(C#N)C=C1)I (4-Hydroxy-3-iodobenzonitrile). Reaction SMILES: [I:1]N1C(=O)CCC1=O.S(=O)(=O)(O)O.[OH:14][C:15]1[CH:22]=[CH:21][C:18]([C:19]#[N:20])=[CH:17][CH:16]=1>C(O)(=O)C>[OH:14][C:15]1[CH:22]=[CH:21][C:18]([C:19]#[N:20])=[CH:17][C:16]=1[I:1]. Procedure details: 4-Hydroxy-3-iodobenzonitrile was prepared by the method analogous to Preparation 341 above using N-iodosuccinimide, acetic acid, sulfuric acid and 4-Hydroxybenzonitrile. Purified by ISCO™ (80 g SiO2) eluting with ethyl acetate:heptane (gradient 0:1 to 3:7, by volume) to yield the title compound. Reactants: CNC (dimethylamine), C(#N)[BH3-].[Na+] (sodium cyanoborohydride), C(C)(=O)C=1C=CC2=C(C(=NCC(N2CC)=O)C2=C(C=CC=C2)F)C1 (7-acetyl-1-ethyl-5-(o-fluorophenyl)-1,3-dihydro-2H-1,4-benzodiazepin-2-one), C(#N)[BH3-].[Na+] (sodium cyanoborohydride). Solvent: CO (methanol), Cl (hydrochloric acid). The product is CN(C(C)C=1C=CC2=C(C(NCC(N2CC)=O)C2=C(C=CC=C2)F)C1)C (7-[1-(dimethylamino)ethyl]-1-ethyl-5-(o-fluorophenyl)-1,3,4,5-tetrahydro-2H-1,4-benzodiazepin-2-one). Reaction SMILES: [CH3:1][NH:2][CH3:3].[C:4]([C:7]1[CH:8]=[CH:9][C:10]2[N:16]([CH2:17][CH3:18])[C:15](=[O:19])[CH2:14][N:13]=[C:12]([C:20]3[CH:25]=[CH:24][CH:23]=[CH:22][C:21]=3[F:26])[C:11]=2[CH:27]=1)(=O)[CH3:5].C([BH3-])#N.[Na+]>CO.Cl>[CH3:1][N:2]([CH3:3])[CH:4]([C:7]1[CH:8]=[CH:9][C:10]2[N:16]([CH2:17][CH3:18])[C:15](=[O:19])[CH2:14][NH:13][CH:12]([C:20]3[CH:25]=[CH:24][CH:23]=[CH:22][C:21]=3[F:26])[C:11]=2[CH:27]=1)[CH3:5] |f:2.3|. Procedure: To a solution, stirred at room temperature, of 9.1 ml of dimethylamine in 140 ml of methanol and 0.1 ml of 5 N methanolic hydrochloric acid are added 7.0 g (21.7 mmol) of 7-acetyl-1-ethyl-5-(o-fluorophenyl)-1,3-dihydro-2H-1,4-benzodiazepin-2-one, followed by 0.24 g of sodium cyanoborohydride. The mixture is stirred at room temperature for 14 days, with 924 mg of sodium cyanoborohydride being added after 2 days and after 7 days. The solvent is removed in vacuo and the residue is adjusted to pH 10...